Dataset: the Open Reaction Database (ORD), a public repository of structured organic reaction records. Task: describe an organic reaction: reactants, conditions, products, and yield The reactants are S(=O)(Cl)Cl (Thionyl chloride), FC1(OC2=C(O1)C=CC(=C2)CO)F ((2,2-difluoro-benzo[1,3]dioxol-5-yl)-methanol). Run in ClCCl (dichloromethane). Conditions: time 8 hour. The product is ClCC1=CC2=C(OC(O2)(F)F)C=C1 (5-chloromethyl-2,2-difluoro-benzo[1,3]dioxole). Yield: 56.1%. Reaction SMILES: S(Cl)([Cl:3])=O.[F:5][C:6]1([F:17])[O:10][C:9]2[CH:11]=[CH:12][C:13]([CH2:15]O)=[CH:14][C:8]=2[O:7]1>ClCCl>[Cl:3][CH2:15][C:13]1[CH:12]=[CH:11][C:9]2[O:10][C:6]([F:17])([F:5])[O:7][C:8]=2[CH:14]=1. Procedure details: Thionyl chloride (45 g, 38 mmol) was slowly added to a solution of (2,2-difluoro-benzo[1,3]dioxol-5-yl)-methanol (7.2 g, 38 mmol) in dichloromethane (200 mL) at 0° C. The resulting mixture was stirred overnight at room temperature and then evaporated to dryness. The residue was partitioned between an aqueous solution of saturated sodium bicarbonate (100 mL) and dichloromethane (100 mL). The separated aqueous layer was extracted with dichloromethane (150 mL) and the organic layer was dried over s... Starting materials: CN(C)CCN, COc1ccc(C2=NC(C)(c3ccc(Cl)cc3)C(c3ccc(Cl)cc3)N2C(=O)Cl)c(OC(C)C)c1. The product is COc1ccc(C2=NC(C)(c3ccc(Cl)cc3)C(c3ccc(Cl)cc3)N2C(=O)NCCN(C)C)c(OC(C)C)c1. Reaction SMILES: [CH3:36][N:37]([CH2:38][CH2:39][NH2:40])[CH3:41].[Cl:1][c:2]1[cH:3][cH:4][c:5]([C:8]2([CH3:35])[N:9]=[C:10]([c:23]3[c:24]([O:31][CH:32]([CH3:33])[CH3:34])[cH:25][c:26]([O:29][CH3:30])[cH:27][cH:28]3)[N:11]([C:20](=[O:21])[Cl:22])[CH:12]2[c:13]2[cH:14][cH:15][c:16]([Cl:19])[cH:17][cH:18]2)[cH:6][cH:7]1>>[Cl:1][c:2]1[cH:3][cH:4][c:5]([C:8]2([CH3:35])[N:9]=[C:10]([c:23]3[c:24]([O:31][CH:32]([CH3:33])[CH3:34])[cH:25][c:26]([O:29][CH3:30])[cH:27][cH:28]3)[N:11]([C:20](=[O:21])[NH:40][CH2:39][CH2:38][N:37]([CH3:36])[CH3:41])[CH:12]2[c:13]2[cH:14][cH:15][c:16]([Cl:19])[cH:17][cH:18]2)[cH:6][cH:7]1. Starting materials: ClCCl, COc1cccc(-c2cc(F)ccc2C2Cc3nc(N)nc(C)c3C(=NOCC3OC(OC)C(O)C3O)N2)n1. Product: COc1cccc(-c2cc(F)ccc2C2Cc3nc(N)nc(C)c3C(=NOCC3OCC(O)C3O)N2)n1. As a reaction SMILES: [Cl:40][CH2:41][Cl:42].[OH:1][CH:2]1[CH:3]([CH2:10][O:11][N:12]=[C:13]2[NH:14][CH:15]([c:25]3[c:26](-[c:32]4[n:33][c:34]([O:38][CH3:39])[cH:35][cH:36][cH:37]4)[cH:27][c:28]([F:31])[cH:29][cH:30]3)[CH2:16][c:17]3[n:18][c:19]([NH2:24])[n:20][c:21]([CH3:23])[c:22]32)[O:4][CH:5]([O:8][CH3:9])[CH:6]1[OH:7]>>[OH:1][CH:2]1[CH:3]([CH2:10][O:11][N:12]=[C:13]2[NH:14][CH:15]([c:25]3[c:26](-[c:32]4[n:33][c:34]([O:38][CH3:39])[cH:35][cH:36][cH:37]4)[cH:27][c:28]([F:31])[cH:29][cH:30]3)[CH2:16][c:17]3[n:18][c:19]([NH2:24])[n:20][c:21]([CH3:23])[c:22]32)[O:4][CH2:5][CH:6]1[OH:7]. The reactants are ClCC(=O)NNC(=O)C1=C(N=C2N1C=CC=C2C)C (N'-chloroacetyl-2,8-dimethylimidazo[1,2-a]pyridine-3-carbohydrazide), C([O-])([O-])=O.[K+].[K+] (potassium carbonate). Run in CN(C=O)C (dimethylformamide). Product: CC=1N=C2N(C=CC=C2C)C1C=1OCC(NN1)=O (2-(2,8-dimethylimidazo[1,2-a]pyridin-3-yl)-4,6-dihydro-1,3,4-oxadiazin-5-one). Yield: 38.3%. Reaction SMILES: Cl[CH2:2][C:3]([NH:5][NH:6][C:7]([C:9]1[N:13]2[CH:14]=[CH:15][CH:16]=[C:17]([CH3:18])[C:12]2=[N:11][C:10]=1[CH3:19])=[O:8])=[O:4].C(=O)([O-])[O-].[K+].[K+]>CN(C)C=O>[CH3:19][C:10]1[N:11]=[C:12]2[C:17]([CH3:18])=[CH:16][CH:15]=[CH:14][N:13]2[C:9]=1[C:7]1[O:8][CH2:2][C:3](=[O:4])[NH:5][N:6]=1 |f:1.2.3|. Procedure: A mixture of 6 g of N'-chloroacetyl-2,8-dimethylimidazo[1,2-a]pyridine-3-carbohydrazide and 10 g of potassium carbonate in 50 ml of dimethylformamide is stirred under heating at 70°-90° C. for 1.5 hours. After the reaction mixture is allowed to cool, insoluble substances are collected by filtration, washed with water and recrystallized from a mixted solvent of chloroform and methanol to give 2.0 g of 2-(2,8-dimethylimidazo[1,2-a]pyridin-3-yl)-4,6-dihydro-1,3,4-oxadiazin-5-one as white crystals, ...